Dataset: the Open Reaction Database (ORD), a public repository of structured organic reaction records. Task: describe an organic reaction: reactants, conditions, products, and yield Reactants: CC(C)(C)OC(=O)NCCCn1c(-c2ccc(Br)cc2)csc1=Nc1ccccc1, CI, CN(C)C=O, [H-], [Na+], O. The product is CN(CCCn1c(-c2ccc(Br)cc2)csc1=Nc1ccccc1)C(=O)OC(C)(C)C. As a reaction SMILES: [Br:1][c:2]1[cH:3][cH:4][c:5](-[c:8]2[n:9]([CH2:20][CH2:21][CH2:22][NH:23][C:24]([O:25][C:26]([CH3:27])([CH3:28])[CH3:29])=[O:30])[c:10](=[N:13][c:14]3[cH:15][cH:16][cH:17][cH:18][cH:19]3)[s:11][cH:12]2)[cH:6][cH:7]1.[CH3:33][I:34].[CH3:36][N:37]([CH3:38])[CH:39]=[O:40].[H-:31].[Na+:32].[OH2:35]>>[Br:1][c:2]1[cH:3][cH:4][c:5](-[c:8]2[n:9]([CH2:20][CH2:21][CH2:22][N:23]([C:24]([O:25][C:26]([CH3:27])([CH3:28])[CH3:29])=[O:30])[CH3:33])[c:10](=[N:13][c:14]3[cH:15][cH:16][cH:17][cH:18][cH:19]3)[s:11][cH:12]2)[cH:6][cH:7]1. The reactants are [Al+3], ClCCl, [Cl-], [Cl-], [Cl-], C=C(Cl)Cl, O=C(Cl)CCCCCl, O. The product is O=C(C=C(Cl)Cl)CCCCCl. Reaction SMILES: [Al+3:10].[CH2:18]([Cl:19])[Cl:20].[Cl-:11].[Cl-:12].[Cl-:9].[Cl:13][C:14](=[CH2:15])[Cl:16].[Cl:1][CH2:2][CH2:3][CH2:4][CH2:5][C:6](=[O:7])[Cl:8].[OH2:17]>>[Cl:1][CH2:2][CH2:3][CH2:4][CH2:5][C:6](=[O:7])[CH:15]=[C:14]([Cl:13])[Cl:16]. The reactants are CCCN1C(=O)c2ccccc2C1(O)c1ccc(F)cc1, CN(C)C=O, O=S(Cl)Cl. The product is CCCN1C(=O)c2ccccc2C1(Cl)c1ccc(F)cc1. Reaction SMILES: [F:1][c:2]1[cH:3][cH:4][c:5]([C:8]2([OH:21])[N:9]([CH2:18][CH2:19][CH3:20])[C:10](=[O:17])[c:11]3[cH:12][cH:13][cH:14][cH:15][c:16]32)[cH:6][cH:7]1.[O:26]=[CH:27][N:28]([CH3:29])[CH3:30].[S:22]([Cl:23])([Cl:24])=[O:25]>>[F:1][c:2]1[cH:3][cH:4][c:5]([C:8]2([Cl:24])[N:9]([CH2:18][CH2:19][CH3:20])[C:10](=[O:17])[c:11]3[cH:12][cH:13][cH:14][cH:15][c:16]32)[cH:6][cH:7]1. Reactants: CCOC(C)=O, O=C(OO)c1cccc(Cl)c1, Cc1cc(Cl)c(-n2nc(C(F)(F)F)nc2N)cc1C(SC(c1cc(-n2nc(C(F)(F)F)nc2N)c(Cl)cc1C)C(F)(F)F)C(F)(F)F. Product: Cc1cc(Cl)c(-n2nc(C(F)(F)F)nc2N)cc1C(S(=O)C(c1cc(-n2nc(C(F)(F)F)nc2N)c(Cl)cc1C)C(F)(F)F)C(F)(F)F. Reaction SMILES: [CH3:59][CH2:60][O:61][C:62](=[O:63])[CH3:64].[Cl:48][c:49]1[cH:50][cH:51][cH:52][c:53]([C:54]([O:55][OH:57])=[O:56])[cH:58]1.[NH2:1][c:2]1[n:3][c:4]([C:44]([F:45])([F:46])[F:47])[n:5][n:6]1-[c:7]1[c:8]([Cl:43])[cH:9][c:10]([CH3:42])[c:11]([CH:13]([C:14]([F:15])([F:16])[F:17])[S:18][CH:19]([C:20]([F:21])([F:22])[F:23])[c:24]2[c:25]([CH3:41])[cH:26][c:27]([Cl:40])[c:28](-[n:30]3[n:31][c:32]([C:36]([F:37])([F:38])[F:39])[n:33][c:34]3[NH2:35])[cH:29]2)[cH:12]1>>[NH2:1][c:2]1[n:3][c:4]([C:44]([F:45])([F:46])[F:47])[n:5][n:6]1-[c:7]1[c:8]([Cl:43])[cH:9][c:10]([CH3:42])[c:11]([CH:13]([C:14]([F:15])([F:16])[F:17])[S:18]([CH:19]([C:20]([F:21])([F:22])[F:23])[c:24]2[c:25]([CH3:41])[cH:26][c:27]([Cl:40])[c:28](-[n:30]3[n:31][c:32]([C:36]([F:37])([F:38])[F:39])[n:33][c:34]3[NH2:35])[cH:29]2)=[O:56])[cH:12]1. Reactants: NC(CC1=NC=CC=C1[N+](=O)[O-])C (2-aminopropyl-3-nitropyridine). The solvent is 1/1, C(C)(=O)OCC.C(C)O (ethyl acetate ethanol). Product: NC(CC1=NC=CC=C1N)C (2-aminopropyl-3-aminopyridine). Isolated yield 100.1%. RXN SMILES: [NH2:1][CH:2]([CH3:13])[CH2:3][C:4]1[C:9]([N+:10]([O-])=O)=[CH:8][CH:7]=[CH:6][N:5]=1>C(OCC)(=O)C.C(O)C>[NH2:1][CH:2]([CH3:13])[CH2:3][C:4]1[C:9]([NH2:10])=[CH:8][CH:7]=[CH:6][N:5]=1 |f:1.2|. Procedure: 2-aminopropyl-3-nitropyridine (171)(6.3 g, 35 mmol) is dissolved in 100 mL 1/1 ethyl acetate/ethanol in a Parr shaker bottle. Nitrogen is bubbled through the solution for 2 minutes followed by the addition of 10% Pd/C (500 mg). The suspension is hydrogenated on a Parr apparatus under 40 psi of H2 until hydrogen uptake ceased. The suspension is filtered through Celite and the solvent evaporated in vacuo to afford 5.3 g of the 2-aminopropyl-3-aminopyridine (182). Starting materials: CC(C)(C)N(C([O-])=O)C(C(=O)NC1=CC=C(C=C1)OC1=C(C(=CC=C1)C)C)(C)C (1,1-dimethylethyl[2-({4-[(2,3-dimethylphenyl)oxy]phenyl}amino)-1,1-dimethyl-2-oxoethyl]carbamate), CC(C)(C)N(C([O-])=O)C(C(=O)NC1=CC=C(C=C1)OC1=C(C(=CC=C1)C)C)(C)C (1,1-dimethylethyl[2-({4-[(2,3-dimethylphenyl)oxy]phenyl}amino)-1,1-dimethyl-2-oxoethyl]carbamate), C(=O)(C(F)(F)F)O (TFA). Run in ClCCl (dichloromethane). Conditions: time 1 hour. The product is CC1=C(C=CC=C1C)OC1=CC=C(C=C1)NC(C(N)(C)C)=O (N1-{4-[(2,3-dimethylphenyl)oxy]phenyl}-2-methylalaninamide). Yield: 83.1%. As a reaction SMILES: CC([N:5]([C:9]([CH3:29])([CH3:28])[C:10]([NH:12][C:13]1[CH:18]=[CH:17][C:16]([O:19][C:20]2[CH:25]=[CH:24][CH:23]=[C:22]([CH3:26])[C:21]=2[CH3:27])=[CH:15][CH:14]=1)=[O:11])C(=O)[O-])(C)C.C(O)(C(F)(F)F)=O>ClCCl>[CH3:27][C:21]1[C:22]([CH3:26])=[CH:23][CH:24]=[CH:25][C:20]=1[O:19][C:16]1[CH:17]=[CH:18][C:13]([NH:12][C:10](=[O:11])[C:9]([CH3:28])([CH3:29])[NH2:5])=[CH:14][CH:15]=1. Procedure details: 1,1-dimethylethyl[2-({4-[(2,3-dimethylphenyl)oxy]phenyl}amino)-1,1-dimethyl-2-oxoethyl]carbamate (Intermediate 75, 109 mg) was dissolved in 4.0 mL of dichloromethane and then TFA (1.0 mL) was added. The reaction mixture was stirred at room temperature for 1 hour. After the removal of the volatiles, the residue was charged on a SCX cartridge and eluted with DCM/MeOH/NH3 (2.0 M solution in MeOH). Evaporation afforded 68 mg of the title compound.